Dataset: the Open Reaction Database (ORD), a public repository of structured organic reaction records. Task: describe an organic reaction: reactants, conditions, products, and yield Starting materials: O=C(O)Cc1cccc(F)c1C(=O)O, CC(=O)OC(C)=O, Cl, [Na+], C1CCOC1, [OH-], c1ccncc1. The product is CC(=O)Cc1cccc(F)c1C(=O)O. As a reaction SMILES: [C:1](=[O:2])([OH:3])[CH2:4][c:5]1[c:6]([C:7](=[O:8])[OH:9])[c:10]([F:14])[cH:11][cH:12][cH:13]1.[CH3:15][C:16]([O:17][C:18](=[O:19])[CH3:20])=[O:21].[ClH:30].[Na+:29].[O:31]1[CH2:32][CH2:33][CH2:34][CH2:35]1.[OH-:28].[cH:22]1[cH:23][cH:24][n:25][cH:26][cH:27]1>>[C:1](=[O:3])([CH2:4][c:5]1[c:6]([C:7](=[O:8])[OH:9])[c:10]([F:14])[cH:11][cH:12][cH:13]1)[CH3:15]. Reactants: C[Si](C#CC1=C(N=CN1[C@H]1[C@H](OC(C)=O)[C@H](OC(C)=O)[C@H](O1)COC(C)=O)C(=O)N)(C)C (5-(2-trimethylsilyl-1-ethyn-1-yl)-1-(2,3,5-tri-O-acetyl-β-D-ribofuranosyl)imidazole-4-carboxamide), N (ammonia). Solvent: CO (methanol). Conditions: time 8 hour. The product is C(#C)C1=C(N=CN1[C@H]1[C@H](O)[C@H](O)[C@H](O1)CO)C(=O)N (5-ethynyl-1-β-D-ribofuranosyl-imidazole-4-carboxamide). The yield is 87.1%. RXN SMILES: C[Si](C)(C)[C:3]#[C:4][C:5]1[N:9]([C@@H:10]2[O:22][C@H:21]([CH2:23][O:24]C(=O)C)[C@@H:16]([O:17]C(=O)C)[C@H:11]2[O:12]C(=O)C)[CH:8]=[N:7][C:6]=1[C:28]([NH2:30])=[O:29].N>CO>[C:4]([C:5]1[N:9]([C@@H:10]2[O:22][C@H:21]([CH2:23][OH:24])[C@@H:16]([OH:17])[C@H:11]2[OH:12])[CH:8]=[N:7][C:6]=1[C:28]([NH2:30])=[O:29])#[CH:3]. Reported procedure: 400 mg of the glutinous substance obtained in (1) was added to a solvent mixture of aqueous ammonia and methanol and, after the mixture was left to stand overnight, the solvent was evaporated. The residue obtained was adsorbed onto a silica gel column (2.3×13 cm), eluted with a 5-10% ethanol-chloroform solvent mixture and crystallized from ethanol to obtain 200 mg of white crystals (yield: 87.1%). Reaction SMILES: [CH3:16][OH:17].[CH3:1][O:2][C:3](=[O:4])[C:5]([CH3:6])=[CH2:7].[NH2:8][CH2:9][c:10]1[cH:11][cH:12][cH:13][cH:14][cH:15]1>>[CH3:1][O:2][C:3](=[O:4])[CH:5]([CH3:6])[CH2:7][NH:8][CH2:9][c:10]1[cH:11][cH:12][cH:13][cH:14][cH:15]1. The product is COC(=O)C(C)CNCc1ccccc1. Reactants: CO, C=C(C)C(=O)OC, NCc1ccccc1.